describe an organic reaction: reactants, conditions, products, and yield From a dataset of the Open Reaction Database (ORD), a public repository of structured organic reaction records. Reactants: C[C@](C(=O)OCC)(CCN1N=CC(=C1)B1OC(C(O1)(C)C)(C)C)S(=O)(=O)C (ethyl (2R)-2-methyl-2-(methylsulfonyl)-4-[4-(4,4,5,5-tetramethyl-1,3,2-dioxaborolan-2-yl)-1H-pyrazol-1-yl]butanoate), BrC1=CC=C(C=C1)C=1OC=CN1 (2-(4-bromophenyl)-1,3-oxazole), C([O-])([O-])=O.[K+].[K+] (potassium carbonate), [OH-].[Li+] (lithium hydroxide). The reagents and catalysts are C=1C=CC(=CC1)[P](C=2C=CC=CC2)(C=3C=CC=CC3)[Pd]([P](C=4C=CC=CC4)(C=5C=CC=CC5)C=6C=CC=CC6)([P](C=7C=CC=CC7)(C=8C=CC=CC8)C=9C=CC=CC9)[P](C=1C=CC=CC1)(C=1C=CC=CC1)C=1C=CC=CC1 (palladium tetrakis). Run in CO (MeOH), O (water). Conditions: time 1 hour. The product is C[C@](C(=O)O)(CCN1N=CC(=C1)C1=CC=C(C=C1)C=1OC=CN1)S(=O)(=O)C ((2R)-2-methyl-2-(methylsulfonyl)-4-{4-[4-(1,3-oxazol-2-yl)phenyl]-1H-pyrazol-1-yl}butanoic acid). Yield: 64.2%. RXN SMILES: [CH3:1][C@@:2]([S:24]([CH3:27])(=[O:26])=[O:25])([CH2:8][CH2:9][N:10]1[CH:14]=[C:13](B2OC(C)(C)C(C)(C)O2)[CH:12]=[N:11]1)[C:3]([O:5]CC)=[O:4].Br[C:29]1[CH:34]=[CH:33][C:32]([C:35]2[O:36][CH:37]=[CH:38][N:39]=2)=[CH:31][CH:30]=1.C(=O)([O-])[O-].[K+].[K+].[OH-].[Li+]>CO.O.C1C=CC([P]([Pd]([P](C2C=CC=CC=2)(C2C=CC=CC=2)C2C=CC=CC=2)([P](C2C=CC=CC=2)(C2C=CC=CC=2)C2C=CC=CC=2)[P](C2C=CC=CC=2)(C2C=CC=CC=2)C2C=CC=CC=2)(C2C=CC=CC=2)C2C=CC=CC=2)=CC=1>[CH3:1][C@@:2]([S:24]([CH3:27])(=[O:25])=[O:26])([CH2:8][CH2:9][N:10]1[CH:14]=[C:13]([C:29]2[CH:34]=[CH:33][C:32]([C:35]3[O:36][CH:37]=[CH:38][N:39]=3)=[CH:31][CH:30]=2)[CH:12]=[N:11]1)[C:3]([OH:5])=[O:4] |f:2.3.4,5.6,^1:54,56,75,94|. Procedure: To a solution of ethyl (2R)-2-methyl-2-(methylsulfonyl)-4-[4-(4,4,5,5-tetramethyl-1,3,2-dioxaborolan-2-yl)-1H-pyrazol-1-yl]butanoate (0.2 g, 0.5 mmol) in MeOH (2.5 mL) in a microwave reactor vial was added 2-(4-bromophenyl)-1,3-oxazole (0.118 g, 0.525 mmol, 1.05 eq), potassium carbonate (0.214 g, 1.5 mmol, 3 eq), and palladium tetrakis (0.117 g, 0.1 mmol, 0.2 eq). The reaction mixture was irradiated at 120° C. in a microwave reactor for five minutes. The vial was allowed to cool to RT, and a sol... Reactants: C(C)(C)(C)OC(C(C)(C)SC=1SC=C(N1)CCN(CCCCCCC)C(CC(=O)C)=O)=O (2-[(4-{2-[acetoacetyl(heptyl)amino]ethyl}-1,3-thiazol-2-yl)thio]-2-methylpropionic acid tert-butyl ester), CNN (methylhydrazine). Product: CN1N=C(C=C1N(CCC=1N=C(SC1)SC(C(=O)O)(C)C)CCCCCCC)C (2-[(4-{2-[(1,3-dimethyl-1H-pyrazol-5-yl)(heptyl)amino]ethyl}-1,3-thiazol-2-yl)thio]-2-methylpropionic acid). As a reaction SMILES: C([O:5][C:6](=[O:32])[C:7]([S:10][C:11]1[S:12][CH:13]=[C:14]([CH2:16][CH2:17][N:18]([C:26](=O)[CH2:27][C:28]([CH3:30])=O)[CH2:19][CH2:20][CH2:21][CH2:22][CH2:23][CH2:24][CH3:25])[N:15]=1)([CH3:9])[CH3:8])(C)(C)C.[CH3:33][NH:34][NH2:35]>>[CH3:33][N:34]1[C:26]([N:18]([CH2:19][CH2:20][CH2:21][CH2:22][CH2:23][CH2:24][CH3:25])[CH2:17][CH2:16][C:14]2[N:15]=[C:11]([S:10][C:7]([CH3:8])([CH3:9])[C:6]([OH:5])=[O:32])[S:12][CH:13]=2)=[CH:27][C:28]([CH3:30])=[N:35]1. Procedure: A compound obtained using 2-[(4-{2-[acetoacetyl(heptyl)amino]ethyl}-1,3-thiazol-2-yl)thio]-2-methylpropionic acid tert-butyl ester synthesized in Example 446-1 and methylhydrazine, and by an operation similar to that of Example 446 was purified by silica gel chromatography (elution solvent; chloroform:methanol=10:1) to give the title compound. Starting materials: N#CCc1c[nH]c2cc(Br)ccc12, CS(C)=O, [K+], [K+], O=C([O-])[O-], O, OO. The product is NC(=O)Cc1c[nH]c2cc(Br)ccc12. RXN SMILES: [Br:7][c:8]1[cH:9][cH:10][c:11]2[c:12]([CH2:17][C:18]#[N:19])[cH:13][nH:14][c:15]2[cH:16]1.[CH3:23][S:24]([CH3:25])=[O:26].[K+:1].[K+:2].[O-:3][C:4]([O-:5])=[O:6].[OH2:20].[OH:21][OH:22]>>[O:3]=[C:18]([CH2:17][c:12]1[c:11]2[cH:10][cH:9][c:8]([Br:7])[cH:16][c:15]2[nH:14][cH:13]1)[NH2:19]. The reactants are BrC1=CC=C(C=C1)C1=NSC2=C1C=CC(=C2)CCCCO (4-[3-(4-Bromo-phenyl)-benzo[d]isothiazol-6-yl]-butan-1-ol), CNC (Dimethylamine). The product is BrC1=CC=C(C=C1)C1=NSC2=C1C=CC(=C2)CCCCN(C)C ({4-[3-(4-Bromo-phenyl)-benzo[d]isothiazol-6-yl]-butyl}-dimethyl-amine). Reaction SMILES: [Br:1][C:2]1[CH:7]=[CH:6][C:5]([C:8]2[C:12]3[CH:13]=[CH:14][C:15]([CH2:17][CH2:18][CH2:19][CH2:20]O)=[CH:16][C:11]=3[S:10][N:9]=2)=[CH:4][CH:3]=1.[CH3:22][NH:23][CH3:24]>>[Br:1][C:2]1[CH:7]=[CH:6][C:5]([C:8]2[C:12]3[CH:13]=[CH:14][C:15]([CH2:17][CH2:18][CH2:19][CH2:20][N:23]([CH3:24])[CH3:22])=[CH:16][C:11]=3[S:10][N:9]=2)=[CH:4][CH:3]=1. Reported procedure: In analogy to example 19.1, 4-[3-(4-Bromo-phenyl)-benzo[d]isothiazol-6-yl]-butan-1-ol and Dimethylamine were converted to yield {4-[3-(4-Bromo-phenyl)-benzo[d]isothiazol-6-yl]-butyl}-dimethyl-amine as brown oil, MS: 389 (MH+, 1Br). Starting materials: N(N)C1=NC=CC2=CC(=CC=C12)OC (1-hydrazino-6-methoxyisoquinoline), FC(C(=O)O)(F)F (trifluoroacetic acid). Yields the product FC(C1=NN=C2N1C=CC1=CC(=CC=C21)OC)(F)F (3-Trifluoromethyl-8-methoxy-s-triazolo-[3,4-a]-isoquinoline). Isolated yield 20.0%. Reaction SMILES: [NH:1]([C:3]1[C:12]2[C:7](=[CH:8][C:9]([O:13][CH3:14])=[CH:10][CH:11]=2)[CH:6]=[CH:5][N:4]=1)[NH2:2].[F:15][C:16]([F:21])([F:20])[C:17](O)=O>>[F:15][C:16]([F:21])([F:20])[C:17]1[N:4]2[CH:5]=[CH:6][C:7]3[C:12]([C:3]2=[N:1][N:2]=1)=[CH:11][CH:10]=[C:9]([O:13][CH3:14])[CH:8]=3. Procedure details: A solution of 1-hydrazino-6-methoxyisoquinoline and excess trifluoroacetic acid was held at reflux for four hours. After removal of the excess acid, the residue was treated with potassium bicarbonate solution until neutral and filtered. The filter cake was recrystallized from ethanol to provide the product in a yield of 20%; m.p. 214°-215°C. Starting materials: C1(CCCCC1)N=C=NC1CCCCC1 (dicyclohexylcarbodiimide), C1(CCCCC1)N=C=NC1CCCCC1 (DCC), CC(C)[C@]1([C@H]([C@]2([C@]3(C[C@]4([C@@]1([C@@]2([C@@]5([C@@]3(CCC(=C)[C@H]5O)O)O4)O)C)O)C)O)OC(=O)C6=CC=CN6)O (Dehydroryanodine), IC1=CC=C(C(=O)NCCC(=O)O)C=C1 (N-(p-iodobenzoyl)-β-alanine), O=P12OP3(=O)OP(=O)(O1)OP(=O)(O2)O3 (P2O5). Reagents/catalysts: CN(C)C=1C=CN=CC1 (DMAP). Solvent: C(Cl)Cl (CH2Cl2), O1CCCC1 (tetrahydrofuran), O (Water). Run at time 30 minute. Yields the product C(=O)(NC1CCCCC1)NC1CCCCC1 (dicyclohexylurea). Reaction SMILES: CC([C@]1(O)[C@@]2(C)[C@]3(O)[C@]45O[C@@]2(O)C[C@@](C)([C@@]4(O)CCC([C@H]5[OH:19])=C)[C@]3(O)[C@@H]1OC(C1NC=CC=1)=O)C.IC1C=CC(C(NCCC(O)=O)=O)=CC=1.O=P12OP3(OP(OP(O3)(O1)=O)(=O)O2)=O.[CH:65]1([N:71]=[C:72]=[N:73][CH:74]2[CH2:79][CH2:78][CH2:77][CH2:76][CH2:75]2)[CH2:70][CH2:69][CH2:68][CH2:67][CH2:66]1>CN(C1C=CN=CC=1)C.C(Cl)Cl.O1CCCC1.O>[C:72]([NH:71][CH:65]1[CH2:66][CH2:67][CH2:68][CH2:69][CH2:70]1)([NH:73][CH:74]1[CH2:79][CH2:78][CH2:77][CH2:76][CH2:75]1)=[O:19]. Reported procedure: Dehydroryanodine (100 mg, 0.2 mmol), N-(p-iodobenzoyl)-β-alanine (50 mg, 0.22 mmol) and DMAP (2 mg, 0.02 mmol), all dried over P2O5, were dissolved in a solvent mixture of CH2Cl2 (10 ml) and tetrahydrofuran (0.1 ml) dried over Molecular Sieve. To the stirred solution, dicyclohexylcarbodiimide (DCC, 52 mg., 0.25 mmol) was added at once and the stirred reaction maintained at room temperature for 6 hours. Water (0.1 ml) was added to inactivate excess DCC and stirring was continued for 30 minutes. T... Starting materials: C1(=CC=CC=C1)C=1C(CCCC1)=NO (2-phenyl-2-cyclohexen-1 -one oxime), Br.C(C)OC(=O)[C@H]1CN(CCC1)CCBr ((R)-1-(2-bromoethyl)-3-piperidinecarboxylic acid ethyl ester hydrobromide), C([O-])([O-])=O.[K+].[K+] (potassium carbonate). The solvent is CC(=O)C (acetone). Reaction conditions: time 14 day. Product: C(C)OC(=O)[C@H]1CN(CCC1)CCON=C1C(=CCCC1)C1=CC=CC=C1 ((R)-1-(2-(((2-phenylcyclohex-2-enylidene)amino)oxy)ethyl)-3-piperidinecarboxylic acid ethyl ester). The yield is 37.2%. As a reaction SMILES: [C:1]1([C:7]2[C:8](=[N:13][OH:14])[CH2:9][CH2:10][CH2:11][CH:12]=2)[CH:6]=[CH:5][CH:4]=[CH:3][CH:2]=1.Br.[CH2:16]([O:18][C:19]([C@@H:21]1[CH2:26][CH2:25][CH2:24][N:23]([CH2:27][CH2:28]Br)[CH2:22]1)=[O:20])[CH3:17].C(=O)([O-])[O-].[K+].[K+]>CC(C)=O>[CH2:16]([O:18][C:19]([C@@H:21]1[CH2:26][CH2:25][CH2:24][N:23]([CH2:27][CH2:28][O:14][N:13]=[C:8]2[CH2:9][CH2:10][CH2:11][CH:12]=[C:7]2[C:1]2[CH:6]=[CH:5][CH:4]=[CH:3][CH:2]=2)[CH2:22]1)=[O:20])[CH3:17] |f:1.2,3.4.5|. Reported procedure: A mixture of the above oxime (0.55 g, 2.9 mmol), (R)-1-(2-bromoethyl)-3-piperidinecarboxylic acid ethyl ester hydrobromide (1.0 g, 2.9 mmol, EP 374801A), potassium carbonate (1.0 g, 7.3 mmol) and acetone (25 ml) was stirred at ambient temperature for 14 days. The mixture was filtered and the solvent evaporated in vacuo. The residue was purified by column chromatography on silica gel (125 g, heptane/ethyl acetate=1/1) to give 0.4 g of (R)-1-(2-(((2-phenylcyclohex-2-enylidene)amino)oxy)ethyl)-3-pi... The reactants are C([C@@H]([C@H]([C@@H](C(=O)C(=O)O)O)O)O)O (2-keto-L-gulonic acid). The solvent is O (water). Yields the product O=C1C(O)=C(O)[C@H](O1)[C@@H](O)CO (L-ascorbic acid). The yield is 7801.7%. RXN SMILES: [CH2:1]([OH:13])[C@H:2]([OH:12])[C@@H:3](O)[C@H:4]([OH:10])[C:5]([C:7]([OH:9])=[O:8])=[O:6]>O>[O:8]=[C:7]1[O:9][C@H:3]([C@H:2]([CH2:1][OH:13])[OH:12])[C:4]([OH:10])=[C:5]1[OH:6]. Procedure: A mixture of 2-keto-L-gulonic acid (250 g, 1.15 mol, content: 89.6%, water: 8.6%) and trimethylcetylammonium chloride (0.275 g) was stirred in toluene (960 ml), and 36% conc. hydrochloric acid (30.0 g) was added. At this time, the amount of water in the reaction system was calculated as 2.0 mol per mol of 2-keto-L-gulonic acid. This mixture was stirred at 60° C. for 1 hour, a solution of hydrogen chloride gas (30.0 g) in ethylene glycol dimethyl ether (130 g) was added, and the mixture was stirr...